Dataset: the Open Reaction Database (ORD), a public repository of structured organic reaction records. Task: describe an organic reaction: reactants, conditions, products, and yield Starting materials: [I-].C[S+](=O)(C)C (trimethylsulfoxonium iodide), [H-].[Na+] (sodium hydride), C1(=CC=CC=C1)CCC=O (3-Phenylpropionaldehyde), O (water). Solvent: CS(=O)C (dimethylsulfoxide). Conditions: time 1 hour. Product: O1CC1CCC1=CC=CC=C1 (1,2-epoxy-4-phenylbutane). RXN SMILES: [C:1]1([CH2:7][CH2:8][CH:9]=[O:10])[CH:6]=[CH:5][CH:4]=[CH:3][CH:2]=1.[I-].[CH3:12][S+](C)(C)=O.[H-].[Na+].O>CS(C)=O>[O:10]1[CH:9]([CH2:8][CH2:7][C:1]2[CH:6]=[CH:5][CH:4]=[CH:3][CH:2]=2)[CH2:12]1 |f:1.2,3.4|. Procedure details: 3-Phenylpropionaldehyde (26.8 g.) is added under nitrogen to the ylide prepared from trimethylsulfoxonium iodide (48.4 g.) and sodium hydride (55% dispersion in oil; 9.6 g.) in dry dimethylsulfoxide (200 ml.), according to the procedure in Journal of the American Chemical Society, Vol. 84, page 867 (1962) and Vol. 87, page 1353 (1965). After one hour, the solution was poured into 1 liter of water and the product extracted with ether (3 × 300 ml.). The extract was washed with water (2 × 150 ml.) ... Reactants: CC(C)N(C(=O)c1ccc2cc(Br)ccc2c1)C(C)C, C1CCOC1, Cc1ccccc1, CC(C)C(=O)c1cn(C(c2ccccc2)(c2ccccc2)c2ccccc2)cn1, CCCCCC, [Li]CCCC, O. The product is CC(C)N(C(=O)c1ccc2cc(C(O)(c3cn(C(c4ccccc4)(c4ccccc4)c4ccccc4)cn3)C(C)C)ccc2c1)C(C)C. Reaction SMILES: [Br:13][c:14]1[cH:15][c:16]2[cH:17][cH:18][c:19]([C:24](=[O:25])[N:26]([CH:27]([CH3:28])[CH3:29])[CH:30]([CH3:31])[CH3:32])[cH:20][c:21]2[cH:22][cH:23]1.[CH2:68]1[O:69][CH2:70][CH2:71][CH2:72]1.[CH3:1][c:2]1[cH:3][cH:4][cH:5][cH:6][cH:7]1.[CH3:33][CH:34]([C:35](=[O:36])[c:37]1[n:38][cH:39][n:40]([C:42]([c:43]2[cH:44][cH:45][cH:46][cH:47][cH:48]2)([c:49]2[cH:50][cH:51][cH:52][cH:53][cH:54]2)[c:55]2[cH:56][cH:57][cH:58][cH:59][cH:60]2)[cH:41]1)[CH3:61].[CH3:62][CH2:63][CH2:64][CH2:65][CH2:66][CH3:67].[Li:8][CH2:9][CH2:10][CH2:11][CH3:12].[OH2:73]>>[c:14]1([C:35]([CH:34]([CH3:33])[CH3:61])([OH:36])[c:37]2[n:38][cH:39][n:40]([C:42]([c:43]3[cH:44][cH:45][cH:46][cH:47][cH:48]3)([c:49]3[cH:50][cH:51][cH:52][cH:53][cH:54]3)[c:55]3[cH:56][cH:57][cH:58][cH:59][cH:60]3)[cH:41]2)[cH:15][c:16]2[cH:17][cH:18][c:19]([C:24](=[O:25])[N:26]([CH:27]([CH3:28])[CH3:29])[CH:30]([CH3:31])[CH3:32])[cH:20][c:21]2[cH:22][cH:23]1. Starting materials: CC(C)C(=O)NC1CCc2[nH]c3ccc(C#N)cc3c2C1, COc1ccccc1CCl, [H-], [Na+], [Na], CN(C)C=O, O. The product is COc1ccccc1Cn1c2c(c3cc(C#N)ccc31)CC(NC(=O)C(C)C)CC2. As a reaction SMILES: [C:1](#[N:2])[c:3]1[cH:4][c:5]2[c:6]3[c:11]([nH:12][c:13]2[cH:14][cH:15]1)[CH2:10][CH2:9][CH:8]([NH:16][C:17]([CH:18]([CH3:19])[CH3:20])=[O:21])[CH2:7]3.[CH3:25][O:26][c:27]1[c:28]([CH2:29][Cl:30])[cH:31][cH:32][cH:33][cH:34]1.[H-:22].[Na+:23].[Na:24].[O:35]=[CH:36][N:37]([CH3:38])[CH3:39].[OH2:40]>>[C:1](#[N:2])[c:3]1[cH:4][c:5]2[c:6]3[c:11]([n:12]([CH2:29][c:28]4[c:27]([O:26][CH3:25])[cH:34][cH:33][cH:32][cH:31]4)[c:13]2[cH:14][cH:15]1)[CH2:10][CH2:9][CH:8]([NH:16][C:17]([CH:18]([CH3:19])[CH3:20])=[O:21])[CH2:7]3. The product is NC1=C(C=C(C(=O)OC(C)(C)C)C=C1)CN(CCC1=CC=CC=C1)C(=O)OC(C)(C)C (tert-Butyl 4-amino-3-[[N-(tert-butoxycarbonyl)-N-phenethylamino]methyl]benzoate). The yield is 91.4%. As a reaction SMILES: [C:1]([O:5][C:6]([N:8]([CH2:17][C:18]1[CH:19]=[C:20]([CH:28]=[CH:29][C:30]=1[N+:31]([O-])=O)[C:21]([O:23][C:24]([CH3:27])([CH3:26])[CH3:25])=[O:22])[CH2:9][CH2:10][C:11]1[CH:16]=[CH:15][CH:14]=[CH:13][CH:12]=1)=[O:7])([CH3:4])([CH3:3])[CH3:2]>[Pd].CCOC(C)=O>[NH2:31][C:30]1[CH:29]=[CH:28][C:20]([C:21]([O:23][C:24]([CH3:26])([CH3:27])[CH3:25])=[O:22])=[CH:19][C:18]=1[CH2:17][N:8]([C:6]([O:5][C:1]([CH3:4])([CH3:3])[CH3:2])=[O:7])[CH2:9][CH2:10][C:11]1[CH:12]=[CH:13][CH:14]=[CH:15][CH:16]=1. Reported procedure: A mixture of tert-butyl 3-[[N-(tert-butoxycarbonyl)-N-phenethylamino]methyl]-4-nitrobenzoate (2.7 g, 5.9 mmole), 10% Pd/C (0.6 g, 0.6 mmole Pd), and EtOAc (60 mL) was shaken under H2 (50 psi). After 3 hr, the mixture was filtered to remove the catalyst, and the filtrate was concentrated to dryness. Flash chromatography on silica gel (20% EtOAc/hexanes) gave the title compound (2.3 g, 91%) as a yellow foamy oil which slowly partially solidified: 1H NMR (250 MHz, CDCl3) δ 7.74 (dd, J=8.4, 2.0 Hz, ... Reagents/catalysts: [Pd] (Pd/C). Conditions: time 3 hour. Run in CCOC(=O)C (EtOAc). The reactants are C(C)(C)(C)OC(=O)N(CCC1=CC=CC=C1)CC=1C=C(C(=O)OC(C)(C)C)C=CC1[N+](=O)[O-] (tert-butyl 3-[[N-(tert-butoxycarbonyl)-N-phenethylamino]methyl]-4-nitrobenzoate). The reactants are C([O-])([O-])=O.[K+].[K+] (potassium carbonate), C[Si](C)(C)Br (Trimethylsilyl bromide), ClC1=NC=C(C2=C1SC(=N2)C2=C(C=CC=C2F)Cl)F (4-chloro-2-(2-chloro-6-fluorophenyl)-7-fluorothiazolo[5,4-c]pyridine), ice. The solvent is C(CC)#N (propionitrile). Run at temperature 85 celsius. The product is BrC1=NC=C(C2=C1SC(=N2)C2=C(C=CC=C2F)Cl)F (4-Bromo-2-(2-chloro-6-fluorophenyl)-7-fluorothiazolo[5,4-c]pyridine). Isolated yield 33.6%. As a reaction SMILES: C[Si]([Br:5])(C)C.Cl[C:7]1[C:12]2[S:13][C:14]([C:16]3[C:21]([F:22])=[CH:20][CH:19]=[CH:18][C:17]=3[Cl:23])=[N:15][C:11]=2[C:10]([F:24])=[CH:9][N:8]=1.C(=O)([O-])[O-].[K+].[K+]>C(#N)CC>[Br:5][C:7]1[C:12]2[S:13][C:14]([C:16]3[C:21]([F:22])=[CH:20][CH:19]=[CH:18][C:17]=3[Cl:23])=[N:15][C:11]=2[C:10]([F:24])=[CH:9][N:8]=1 |f:2.3.4|. Procedure: Trimethylsilyl bromide (0.4 mL, 3 mmol) was added to a solution of 4-chloro-2-(2-chloro-6-fluorophenyl)-7-fluorothiazolo[5,4-c]pyridine (0.317 g, 10 mmol) in propionitrile (10 mL) at room temperature under an argon atmosphere. The reaction mixture was heated at 85° C. in a sealed vial for three days then it was poured in an ice-cooled saturated solution of potassium carbonate. The resultant mixture was extracted with DCM (×2). The combined organic washings were dried (Na2SO4) and concentrated un... Reactants: N#N (N2), [NH4+].[Cl-] (NH4Cl), [Si](C)(C)(C(C)(C)C)OCC=1OC=C(N1)C1(OCCO1)C (2-{[(tert-butyldimethylsilyl)oxy]methyl}-4-(2-methyl-[1,3]dioxolan-2-yl)oxazole), CCCC[N+](CCCC)(CCCC)CCCC.[F-] (TBAF), solution. The solvent is C1CCOC1 (THF), C1CCOC1 (THF). Run at temperature 0 celsius, time 1 hour. The product is CC1(OCCO1)C=1N=C(OC1)CO ((4-(2-Methyl-[1,3]dioxolan-2-yl)-oxazol-2-yl)-methanol). As a reaction SMILES: N#N.[Si]([O:10][CH2:11][C:12]1[O:13][CH:14]=[C:15]([C:17]2([CH3:22])[O:21][CH2:20][CH2:19][O:18]2)[N:16]=1)(C(C)(C)C)(C)C.CCCC[N+](CCCC)(CCCC)CCCC.[F-].[NH4+].[Cl-]>C1COCC1>[CH3:22][C:17]1([C:15]2[N:16]=[C:12]([CH2:11][OH:10])[O:13][CH:14]=2)[O:21][CH2:20][CH2:19][O:18]1 |f:2.3,4.5|. Procedure: In a flame dried round-bottomed flask equipped with a magnetic stir bar and under inert atmosphere (N2), a solution of 2-{[(tert-butyldimethylsilyl)oxy]methyl}-4-(2-methyl-[1,3]dioxolan-2-yl)oxazole (3.50 g, 11.69 mmol) in dry THF (70 mL) was treated at 0° C. with TBAF (15.2 mL of a 1M solution in THF, 15.20 mmol). The reaction mixture was stirred at 0° C. for 1 h. Sat. aq. NH4Cl was added, the layers separated and the aq. layer extracted with EA. The combined org. extracts were dried over Na2SO... RXN SMILES: [C:36](=[O:37])([OH:38])[O-:39].[Na+:40].[OH:1][C:2]1([c:13]2[s:14][c:15](-[c:18]3[cH:19][c:20]([CH3:35])[cH:21][c:22]([NH:24][c:25]4[n:26][cH:27][cH:28][c:29]([C:31]([F:32])([F:33])[F:34])[n:30]4)[cH:23]3)[cH:16][n:17]2)[CH2:3][CH2:4][CH:5]([C:8](=[O:9])[O:10][CH2:11][CH3:12])[CH2:6][CH2:7]1>>[C:2]1([c:13]2[s:14][c:15](-[c:18]3[cH:19][c:20]([CH3:35])[cH:21][c:22]([NH:24][c:25]4[n:26][cH:27][cH:28][c:29]([C:31]([F:32])([F:33])[F:34])[n:30]4)[cH:23]3)[cH:16][n:17]2)=[CH:3][CH2:4][CH:5]([C:8](=[O:9])[O:10][CH2:11][CH3:12])[CH2:6][CH2:7]1. Reactants: O=C([O-])O, [Na+], CCOC(=O)C1CCC(O)(c2ncc(-c3cc(C)cc(Nc4nccc(C(F)(F)F)n4)c3)s2)CC1. Product: CCOC(=O)C1CC=C(c2ncc(-c3cc(C)cc(Nc4nccc(C(F)(F)F)n4)c3)s2)CC1. Reactants: CCOC(=O)c1ccc2c(c1)nc(Cc1ccccc1)n2Cc1ccccc1Cl, CCO, Cl, [Na+], [OH-]. Product: O=C(O)c1ccc2c(c1)nc(Cc1ccccc1)n2Cc1ccccc1Cl. As a reaction SMILES: [CH2:3]([c:4]1[cH:5][cH:6][cH:7][cH:8][cH:9]1)[c:10]1[n:11][c:12]2[c:13]([n:14]1[CH2:15][c:16]1[c:17]([Cl:22])[cH:18][cH:19][cH:20][cH:21]1)[cH:23][cH:24][c:25]([C:27](=[O:28])[O:29][CH2:30][CH3:31])[cH:26]2.[CH3:33][CH2:34][OH:35].[ClH:32].[Na+:2].[OH-:1]>>[CH2:3]([c:4]1[cH:5][cH:6][cH:7][cH:8][cH:9]1)[c:10]1[n:11][c:12]2[c:13]([n:14]1[CH2:15][c:16]1[c:17]([Cl:22])[cH:18][cH:19][cH:20][cH:21]1)[cH:23][cH:24][c:25]([C:27](=[O:28])[OH:29])[cH:26]2. The reactants are C(C)OC(=O)C=1NC=C2C1NC=1CCCC(C1C2C=2OC(=CC2)SC2=NC1=C(N2)C=CC(=C1)O[Si](C)(C)C(C)(C)C)=O (9-{5-[5-(tert-Butyl-dimethyl-silanyloxy)-1H-benzimidazol-2-ylsulfanyl]-furan-2-yl}-8-oxo-4,5,6,7,8,9-hexahydro-2H-pyrrolo[3,4-b]quinoline-3-carboxylic acid ethyl ester), CCCC[N+](CCCC)(CCCC)CCCC.[F-] (tetra-N-butylammonium fluoride). The solvent is O1CCCC1 (tetrahydrofuran). Yields the product C(C)OC(=O)C=1NC=C2C1NC=1CCCC(C1C2C=2OC(=CC2)SC2=NC1=C(N2)C=CC(=C1)O)=O (9-[5-(5-hydroxy-1H-benzoimidazol-2-ylsulfanyl)-furan-2-yl]-8-oxo-4,5,6,7,8,9-hexahydro-2H-pyrrolo[3,4-b]quinoline-3-carboxylic acid ethyl ester). Isolated yield 50.6%. Reaction SMILES: [CH2:1]([O:3][C:4]([C:6]1[NH:7][CH:8]=[C:9]2[CH:18]([C:19]3[O:20][C:21]([S:24][C:25]4[NH:29][C:28]5[CH:30]=[CH:31][C:32]([O:34][Si](C(C)(C)C)(C)C)=[CH:33][C:27]=5[N:26]=4)=[CH:22][CH:23]=3)[C:17]3[C:16](=[O:42])[CH2:15][CH2:14][CH2:13][C:12]=3[NH:11][C:10]=12)=[O:5])[CH3:2].CCCC[N+](CCCC)(CCCC)CCCC.[F-]>O1CCCC1>[CH2:1]([O:3][C:4]([C:6]1[NH:7][CH:8]=[C:9]2[CH:18]([C:19]3[O:20][C:21]([S:24][C:25]4[NH:29][C:28]5[CH:30]=[CH:31][C:32]([OH:34])=[CH:33][C:27]=5[N:26]=4)=[CH:22][CH:23]=3)[C:17]3[C:16](=[O:42])[CH2:15][CH2:14][CH2:13][C:12]=3[NH:11][C:10]=12)=[O:5])[CH3:2] |f:1.2|. Procedure: 9-{5-[5-(tert-Butyl-dimethyl-silanyloxy)-1H-benzimidazol-2-ylsulfanyl]-furan-2-yl}-8-oxo-4,5,6,7,8,9-hexahydro-2H-pyrrolo[3,4-b]quinoline-3-carboxylic acid ethyl ester (376 mg, 0.62 mmol) is treated with tetra-N-butylammonium fluoride (162 mg 0.62 mmol) in tetrahydrofuran (5 ml) for 5 hours at room temperature. The reaction mixture is then concentrated under reduced pressure and the residue is purified on a silicagel column (40 g) eluted with a mixture of dichloromethane and methanol (9/1, v/v).... Reported procedure: Diethyl ketomalonate (8 g) was added to an ethanol (100 ml) solution of 1,2-phenylenediamine (5 g). The reaction mixture was stirred at 50° C. for 14 hours. The precipitated crystals were filtrated, which was washed with IPE to obtain the entitled compound (8.2 g). Yield: 81.8%. RXN SMILES: O=[C:2]([C:8]([O:10]CC)=O)[C:3]([O:5][CH2:6][CH3:7])=[O:4].[C:13]1([NH2:20])[CH:18]=[CH:17][CH:16]=[CH:15][C:14]=1[NH2:19]>C(O)C>[O:10]=[C:8]1[NH:20][C:13]2[C:14](=[CH:15][CH:16]=[CH:17][CH:18]=2)[N:19]=[C:2]1[C:3]([O:5][CH2:6][CH3:7])=[O:4]. Reaction conditions: temperature 50 celsius, time 14 hour. Reactants: O=C(C(=O)OCC)C(=O)OCC (Diethyl ketomalonate), C1(=C(C=CC=C1)N)N (1,2-phenylenediamine). Product: O=C1C(=NC2=CC=CC=C2N1)C(=O)OCC (Ethyl 3,4-dihydro-3-oxo-2-quinoxalinecarboxylate). Solvent: C(C)O (ethanol).